Dataset: the Open Reaction Database (ORD), a public repository of structured organic reaction records. Task: describe an organic reaction: reactants, conditions, products, and yield The reactants are ClC1=C(C(=O)NC[C@@H]2N(CCC2)C(CCCNC(OCC2=CC=CC=C2)=O)=O)C=CC(=N1)Cl.[Cl-] (chloride (R)-benzyl 4-(2-((2,6-dichloronicotinamido)methyl)pyrrolidin-1-yl)-4-oxobutylcarbamate), Cl.O1C(CCCC1)CCN (2-(tetrahydro-2H-pyran-2-yl)ethanamine HCl salt), C(=O)([O-])[O-].[K+].[K+] (K2CO3). Run in CN(C)C=O (DMF). Conditions: temperature 100 celsius, time 10 hour. The product is ClC1=NC(=C(C(=O)NC[C@@H]2N(CCC2)C(CCCNC(OCC2=CC=CC=C2)=O)=O)C=C1)NCCC1OCCCC1 (benzyl 4-((R)-2-((6-chloro-2-(2-(tetrahydro-2H-pyran-2-yl)ethylamino)nicotinamido)methyl)pyrrolidin-1-yl)-4-oxobutylcarbamate). Yield: 34.8%. Reaction SMILES: Cl[C:2]1[N:32]=[C:31]([Cl:33])[CH:30]=[CH:29][C:3]=1[C:4]([NH:6][CH2:7][C@H:8]1[CH2:12][CH2:11][CH2:10][N:9]1[C:13](=[O:28])[CH2:14][CH2:15][CH2:16][NH:17][C:18](=[O:27])[O:19][CH2:20][C:21]1[CH:26]=[CH:25][CH:24]=[CH:23][CH:22]=1)=[O:5].[Cl-].Cl.[O:36]1[CH2:41][CH2:40][CH2:39][CH2:38][CH:37]1[CH2:42][CH2:43][NH2:44].C([O-])([O-])=O.[K+].[K+]>CN(C=O)C>[Cl:33][C:31]1[CH:30]=[CH:29][C:3]([C:4]([NH:6][CH2:7][C@H:8]2[CH2:12][CH2:11][CH2:10][N:9]2[C:13](=[O:28])[CH2:14][CH2:15][CH2:16][NH:17][C:18](=[O:27])[O:19][CH2:20][C:21]2[CH:26]=[CH:25][CH:24]=[CH:23][CH:22]=2)=[O:5])=[C:2]([NH:44][CH2:43][CH2:42][CH:37]2[CH2:38][CH2:39][CH2:40][CH2:41][O:36]2)[N:32]=1 |f:0.1,2.3,4.5.6|. Procedure: A mixture of chloride (R)-benzyl 4-(2-((2,6-dichloronicotinamido)methyl)pyrrolidin-1-yl)-4-oxobutylcarbamate (150 mg, 0.304 mmol), 2-(tetrahydro-2H-pyran-2-yl)ethanamine HCl salt (76 mg, 0.459 mmol), K2CO3 (125 mg, 0.905 mmol) and DMF (1 mL) was stirred at 100° C. for 10 hrs. The crude mixture was purified on RP-HPLC using a mixture of acetonitrile and H2O to give benzyl 4-((R)-2-((6-chloro-2-(2-(tetrahydro-2H-pyran-2-yl)ethylamino)nicotinamido)methyl)pyrrolidin-1-yl)-4-oxobutylcarbamate (62 mg,... Reactants: resultant mixture, BrC1=C(C=C(C(=O)OCC)C=C1O)OCC (ethyl 4-bromo-3-ethoxy-5-hydroxybenzoate), P(=O)([O-])([O-])[O-].[K+].[K+].[K+] (tripotassium phosphate), FC1=CC=C(C=C1)B(O)O ((4-fluorophenyl)boronic acid), C1(CCCCC1)P(C1CCCCC1)C1CCCCC1 (tricyclohexylphosphine). Reagents/catalysts: C(C)(=O)[O-].[Pd+2].C(C)(=O)[O-] (Palladium acetate). The solvent is O (water), C1(=CC=CC=C1)C (toluene), C(C)(=O)OCC (ethyl acetate). Yields the product C(C)OC1=C(C(=CC(=C1)C(=O)OCC)O)C1=CC=C(C=C1)F (Ethyl 2-ethoxy-4′-fluoro-6-hydroxybiphenyl-4-carboxylate). The yield is 100.0%. As a reaction SMILES: Br[C:2]1[C:12]([OH:13])=[CH:11][C:5]([C:6]([O:8][CH2:9][CH3:10])=[O:7])=[CH:4][C:3]=1[O:14][CH2:15][CH3:16].P([O-])([O-])([O-])=O.[K+].[K+].[K+].[F:25][C:26]1[CH:31]=[CH:30][C:29](B(O)O)=[CH:28][CH:27]=1.C1(P(C2CCCCC2)C2CCCCC2)CCCCC1>C(OCC)(=O)C.C([O-])(=O)C.[Pd+2].C([O-])(=O)C.O.C1(C)C=CC=CC=1>[CH2:15]([O:14][C:3]1[CH:4]=[C:5]([C:6]([O:8][CH2:9][CH3:10])=[O:7])[CH:11]=[C:12]([OH:13])[C:2]=1[C:29]1[CH:30]=[CH:31][C:26]([F:25])=[CH:27][CH:28]=1)[CH3:16] |f:1.2.3.4,8.9.10|. Procedure: Palladium acetate (344 mg) was added to a mixture of ethyl 4-bromo-3-ethoxy-5-hydroxybenzoate (8.87 g), tripotassium phosphate (19.5 g), (4-fluorophenyl)boronic acid (10.7 g), tricyclohexylphosphine (20% toluene solution, 5.45 mL), toluene (80 mL), and water (40 mL), and the resultant mixture was stirred overnight at 90° C. in an argon atmosphere. The reaction mixture was allowed to cool to room temperature, then diluted with ethyl acetate, and washed with water and saturated saline in this orde... Starting materials: ClC(COC(NCCCC[C@H](NC([C@@H](CC=1SC=CC1)NC)=O)C(N)=O)=O)(Cl)Cl ([(5S)-5-carbamoyl-5-((2R)-2-methylamino-3-(2-thienyl)propionylamino)pentyl]carbamic acid 2,2,2-trichloroethyl ester), C(C)(C)(C)OC(=O)CN[C@@H](C(=O)O)CC1=CC2=CC=CC=C2C=C1 ((2R)-2-(tert-Butoxycarbonylmethylamino)-3-(2-napthyl)propionic acid), C1=CC2=C(N=C1)N(N=N2)O (HOAt), CCN=C=NCCCN(C)C (EDAC). Run in C(Cl)Cl (methylene chloride), C(Cl)Cl (Methylene chloride). Reaction conditions: time 8 hour. Product: ClC(COC(NCCCC[C@@H](C(N)=O)NC([C@@H](CC=1SC=CC1)NCC([C@@H](CC1=CC2=CC=CC=C2C=C1)N)=O)=O)=O)(Cl)Cl (((5S)-5-{(2R)-2-[((2R)-2-amino-3-(2-naphthyl)propionyl)methylamino]-3-(2-thienyl)propionylamino}-5-carbamoylpentyl)carbamic acid 2,2,2-trichloroethyl ester). Isolated yield 63.4%. Reaction SMILES: C(OC(C[NH:9][C@H:10]([CH2:14][C:15]1[CH:24]=[CH:23][C:22]2[C:17](=[CH:18][CH:19]=[CH:20][CH:21]=2)[CH:16]=1)[C:11]([OH:13])=O)=O)(C)(C)C.C1C=NC2N(O)N=NC=2C=1.CCN=C=NCCCN(C)C.[Cl:46][C:47]([Cl:74])([Cl:73])[CH2:48][O:49][C:50](=[O:72])[NH:51][CH2:52][CH2:53][CH2:54][CH2:55][C@@H:56]([C:69](=[O:71])[NH2:70])[NH:57][C:58](=[O:68])[C@H:59]([NH:66][CH3:67])[CH2:60][C:61]1[S:62][CH:63]=[CH:64][CH:65]=1>C(Cl)Cl>[Cl:74][C:47]([Cl:46])([Cl:73])[CH2:48][O:49][C:50](=[O:72])[NH:51][CH2:52][CH2:53][CH2:54][CH2:55][C@H:56]([NH:57][C:58](=[O:68])[C@H:59]([NH:66][CH2:67][C:11](=[O:13])[C@H:10]([NH2:9])[CH2:14][C:15]1[CH:24]=[CH:23][C:22]2[C:17](=[CH:18][CH:19]=[CH:20][CH:21]=2)[CH:16]=1)[CH2:60][C:61]1[S:62][CH:63]=[CH:64][CH:65]=1)[C:69](=[O:71])[NH2:70]. Procedure details: (2R)-2-(tert-Butoxycarbonylmethylamino)-3-(2-napthyl)propionic acid (5.00 g; 15.8 mmole), HOAt (2.35 g; 17 mmole) and EDAC (3.03 g; 15.8 mmole) were added to methylene chloride (200 ml) and stirred for 15 min. [(5S)-5-carbamoyl-5-((2R)-2-methylamino-3-(2-thienyl)propionylamino)pentyl]carbamic acid 2,2,2-trichloroethyl ester (7.01 g; 14.5 mmole) was added and the mixture was stirred overnight. Methylene chloride (200 ml) was added and the organic phase was washed with water (200 ml), an aqueous s... Reactants: C(C)OC([C@@H](C)N=[N+]=[N-])=O ((R)-ethyl-2-azidopropionate), amine. Run in C(C)(C)N (isopropylamine). Conditions: time 24 hour. Product: C(C)(C)NC(C(C)N=[N+]=[N-])=O (N-isopropyl-2-azidopropionamide). RXN SMILES: C(O[C:4](=[O:10])[C@H:5]([N:7]=[N+:8]=[N-:9])[CH3:6])C>C(N)(C)C>[CH:5]([NH:7][C:4](=[O:10])[CH:5]([N:7]=[N+:8]=[N-:9])[CH3:6])([CH3:6])[CH3:4]. Procedure: A 14.3 g sample of (R)-ethyl-2-azidopropionate was taken up in 50 mL of isopropylamine and allowed to stand for 24 hours. After stripping excess amine, 14.8 g of pure N-isopropyl-2-azidopropionamide was obtained. The amide thus obtained, 3.12 g, was stirred with 5.0 g of Raney nickel catalyst in 40 mL of isopropanol until nitrogen evolution ceased. The solution was filtered and concentrated in vacuo at 40° C. to give 2.5 g of crude N-isopropyl-D-alanine amide. Starting materials: Cl.N(N)C=1C=CC2=C(C(=CS2)C)C1 (5-hydrazino-3-methylbenzothiophene hydrochloride), O.Cl.N1CCC(CC1)=O (4-piperidone hydrochloride monohydrate). Product: CC1=CSC=2C1=C1C3=C(NC1=CC2)CCNC3 (1-Methyl-7,8,9,10-tetrahydrothieno[3,2-e]pyrido[4,3-b]indole). RXN SMILES: Cl.[NH:2]([C:4]1[CH:5]=[CH:6][C:7]2[S:11][CH:10]=[C:9]([CH3:12])[C:8]=2[CH:13]=1)N.O.Cl.[NH:16]1[CH2:21][CH2:20][C:19](=O)[CH2:18][CH2:17]1>>[CH3:12][C:9]1[C:8]2=[C:13]3[C:4](=[CH:5][CH:6]=[C:7]2[S:11][CH:10]=1)[NH:2][C:19]1[CH2:20][CH2:21][NH:16][CH2:17][C:18]3=1 |f:0.1,2.3.4|. Procedure: The compound is formed analogously to that described in Example 2, from 5 g of 5-hydrazino-3-methylbenzothiophene hydrochloride and 5 g of 4-piperidone hydrochloride monohydrate. Melting point: 234° C. The reactants are O=C([O-])[O-], O=C(O)c1c(-c2ccccc2)c2cc(Br)ccc2c(=O)n1Cc1ccccc1, BrCc1ccccc1, [K+], [K+], CN(C)C=O, O. The product is O=C(OCc1ccccc1)c1c(-c2ccccc2)c2cc(Br)ccc2c(=O)n1Cc1ccccc1. RXN SMILES: [C:29](=[O:30])([O-:31])[O-:32].[CH2:1]([c:2]1[cH:3][cH:4][cH:5][cH:6][cH:7]1)[n:8]1[c:9](=[O:28])[c:10]2[cH:11][cH:12][c:13]([Br:27])[cH:14][c:15]2[c:16](-[c:21]2[cH:22][cH:23][cH:24][cH:25][cH:26]2)[c:17]1[C:18](=[O:19])[OH:20].[CH2:35]([c:36]1[cH:37][cH:38][cH:39][cH:40][cH:41]1)[Br:42].[K+:33].[K+:34].[O:43]=[CH:44][N:45]([CH3:46])[CH3:47].[OH2:48]>>[CH2:1]([c:2]1[cH:3][cH:4][cH:5][cH:6][cH:7]1)[n:8]1[c:9](=[O:28])[c:10]2[cH:11][cH:12][c:13]([Br:27])[cH:14][c:15]2[c:16](-[c:21]2[cH:22][cH:23][cH:24][cH:25][cH:26]2)[c:17]1[C:18]([O:19][CH2:35][c:36]1[cH:37][cH:38][cH:39][cH:40][cH:41]1)=[O:20]. Product: C(=O)(OCC)C(=CNC=1SC(=C(N1)CC)C)C(=O)OCC (2-(2,2-Dicarbethoxyethenylamino)-4-ethyl-5-methylthiazole). Procedure: By the same method, 2-amino-4-pentylthiazole, 2-amino-4-propyl-5-ethylthiazole, 2-amino-4,5-diisopropylthiazole, 2-amino-5-propylthiazole, 2-amino-5-isopropylthiazole, 2-amino-5-pentylthiazole, 2-amino-6-phenylcyclopentenothiazole, 2-amino-5,7-dimethylcyclohexenothiazole, 2-amino-4,6,6-trimethylcyclopentenothiazole, and 2-amino-7-methylcyclooctenothiazole are converted to the corresponding 2-(2,2-dicarbethoxyethenylamino)thiazole derivatives. As a reaction SMILES: NC1SC=C(CCCCC)N=1.[NH2:12][C:13]1[S:14][C:15]([CH2:21]C)=[C:16]([CH2:18][CH2:19]C)[N:17]=1.NC1SC(C(C)C)=C(C(C)C)N=1.NC1SC(CCC)=CN=1.NC1SC(C(C)C)=CN=1.NC1SC(CCCCC)=CN=1.[C:64]([C:69]([C:77]([O:79][CH2:80][CH3:81])=[O:78])=[CH:70]NC1SC=CN=1)([O:66][CH2:67][CH3:68])=[O:65]>>[C:77]([C:69]([C:64]([O:66][CH2:67][CH3:68])=[O:65])=[CH:70][NH:12][C:13]1[S:14][C:15]([CH3:21])=[C:16]([CH2:18][CH3:19])[N:17]=1)([O:79][CH2:80][CH3:81])=[O:78]. Starting materials: NC=1SC(=CN1)C(C)C (2-amino-5-isopropylthiazole), NC=1SC=C(N1)CCCCC (2-amino-4-pentylthiazole), NC=1SC(=CN1)CCC (2-amino-5-propylthiazole), C(=O)(OCC)C(=CNC=1SC=CN1)C(=O)OCC (2-(2,2-dicarbethoxyethenylamino)thiazole), NC=1SC(=C(N1)CCC)CC (2-amino-4-propyl-5-ethylthiazole), NC=1SC(=C(N1)C(C)C)C(C)C (2-amino-4,5-diisopropylthiazole), NC=1SC(=CN1)CCCCC (2-amino-5-pentylthiazole).